This data is from the Open Reaction Database (ORD), a public repository of structured organic reaction records. The task is: describe an organic reaction: reactants, conditions, products, and yield The reactants are CON(C)C(C)=O, Cc1ccncn1, CC(C)[N-]C(C)C, [Li+], C1CCOC1. Yields the product CC(=O)Cc1ccncn1. Reaction SMILES: [CH3:16][O:17][N:18]([C:19]([CH3:20])=[O:21])[CH3:22].[CH3:1][c:2]1[n:3][cH:4][n:5][cH:6][cH:7]1.[CH:8]([N-:9][CH:10]([CH3:11])[CH3:12])([CH3:13])[CH3:14].[Li+:15].[O:23]1[CH2:24][CH2:25][CH2:26][CH2:27]1>>[CH2:1]([c:2]1[n:3][cH:4][n:5][cH:6][cH:7]1)[C:19]([CH3:20])=[O:21]. The reactants are C(C1=CC=CC=C1)OC=1C=C(C(=O)N2C(CCCC2)C(=O)O)C=CC1 (1-(3-benzyloxybenzoyl)-2-piperidinecarboxylic acid), C1(=CC=CC=C1)C(=O)C(C1=CC=CC=C1)Br (desyl bromide), [Na] (Sodium). Reagents/catalysts: S(O)(O)(=O)=O (sulfuric acid). Solvent: C(C)O (ethanol). Reaction conditions: temperature 70 celsius, time 2 day. Yields the product C(C1=CC=CC=C1)OC=1C=C(C(=O)N2C(CCCC2)C(=O)OC(C(C2=CC=CC=C2)=O)C2=CC=CC=C2)C=CC1 (2-oxo-1,2-diphenylethyl 1-(3-benzyloxybenzoyl)-2-piperidinecarboxylate). Yield: 28.4%. Reaction SMILES: [Na].[CH2:2]([O:9][C:10]1[CH:11]=[C:12]([CH:24]=[CH:25][CH:26]=1)[C:13]([N:15]1[CH2:20][CH2:19][CH2:18][CH2:17][CH:16]1[C:21]([OH:23])=[O:22])=[O:14])[C:3]1[CH:8]=[CH:7][CH:6]=[CH:5][CH:4]=1.[C:27]1([C:33]([CH:35](Br)[C:36]2[CH:41]=[CH:40][CH:39]=[CH:38][CH:37]=2)=[O:34])[CH:32]=[CH:31][CH:30]=[CH:29][CH:28]=1>C(O)C.S(=O)(=O)(O)O>[CH2:2]([O:9][C:10]1[CH:11]=[C:12]([CH:24]=[CH:25][CH:26]=1)[C:13]([N:15]1[CH2:20][CH2:19][CH2:18][CH2:17][CH:16]1[C:21]([O:23][CH:35]([C:36]1[CH:41]=[CH:40][CH:39]=[CH:38][CH:37]=1)[C:33](=[O:34])[C:27]1[CH:32]=[CH:31][CH:30]=[CH:29][CH:28]=1)=[O:22])=[O:14])[C:3]1[CH:4]=[CH:5][CH:6]=[CH:7][CH:8]=1 |^1:0|. Procedure: Sodium (54 mg) was dissolved in ethanol (8.0 ml), and then 1-(3-benzyloxybenzoyl)-2-piperidinecarboxylic acid (665 mg), conc. sulfuric acid (1 drop), and desyl bromide (539 mg) was successively dissolved thereto. The resulting mixture was stirred at 70° C. for 2 days, cooled to room temperature, and partitioned between ethyl acetate and 1N HCl. The organic layer was washed with 1N HCl, aqueous sodium bicarbonate, and brine, dried over MgSO4, and evaporated in vacuo. The residue was chromatograph... Starting materials: ClC=1C=CC2=C(NC(CC3=C2N=C(N=C3)NC3=CC(=CC=C3)I)=O)C1 (9-chloro-2-(3-iodo-phenylamino)-5H,7H-benzo[b]pyrimido[4,5-d]azepin-6-one), C(C#C)N1CCCC1 (1-(prop-2-ynyl)pyrrolidine). Product: ClC=1C=CC2=C(NC(CC3=C2N=C(N=C3)NC3=CC(=CC=C3)C#CCN3CCCC3)=O)C1 (9-Chloro-2-[3-(3-pyrrolidin-1-yl-prop-1-ynyl)-phenylamino]-5H,7H-benzo[b]-pyrimido[4,5-d]azepin-6-one). Reaction SMILES: [Cl:1][C:2]1[CH:3]=[CH:4][C:5]2[C:11]3[N:12]=[C:13]([NH:16][C:17]4[CH:22]=[CH:21][CH:20]=[C:19](I)[CH:18]=4)[N:14]=[CH:15][C:10]=3[CH2:9][C:8](=[O:24])[NH:7][C:6]=2[CH:25]=1.[CH2:26]([N:29]1[CH2:33][CH2:32][CH2:31][CH2:30]1)[C:27]#[CH:28]>>[Cl:1][C:2]1[CH:3]=[CH:4][C:5]2[C:11]3[N:12]=[C:13]([NH:16][C:17]4[CH:22]=[CH:21][CH:20]=[C:19]([C:28]#[C:27][CH2:26][N:29]5[CH2:33][CH2:32][CH2:31][CH2:30]5)[CH:18]=4)[N:14]=[CH:15][C:10]=3[CH2:9][C:8](=[O:24])[NH:7][C:6]=2[CH:25]=1. Procedure details: In a manner similar to that described for Method O, 9-chloro-2-(3-iodo-phenylamino)-5H,7H-benzo[b]pyrimido[4,5-d]azepin-6-one (v-j) and 1-(prop-2-ynyl)pyrrolidine were converted to I-89 (46%): MS (AA) Rt=1.32 min, m/z=444 (M+H). The reactants are C1(=CC=CC=C1)C1=CC=C2C(C(C3=C(OC4(CCNCC4)CS3)C2=C1)=O)=O (9-phenylspiro[naphtho[1,2-b][1,4]oxathiine-2,4′-piperidine]-5,6-dione), FC1=CC=C(OC[C@H]2OC2)C=C1 ((2S)-2-[(4-fluorophenoxy)methyl]oxirane). Product: FC1=CC=C(OC[C@H](CN2CCC3(CC2)CSC2=C(O3)C3=CC(=CC=C3C(C2=O)=O)C2=CC=CC=C2)O)C=C1 (1′-[(2S)-3-(4-fluorophenoxy)-2-hydroxypropyl]-9-phenylspiro[naphtho[1,2-b][1,4]oxathiine-2,4′-piperidine]-5,6-dione). RXN SMILES: [C:1]1([C:7]2[CH:25]=[C:24]3[C:10]([C:11](=[O:27])[C:12](=[O:26])[C:13]4[S:23][CH2:22][C:16]5([CH2:21][CH2:20][NH:19][CH2:18][CH2:17]5)[O:15][C:14]=43)=[CH:9][CH:8]=2)[CH:6]=[CH:5][CH:4]=[CH:3][CH:2]=1.[F:28][C:29]1[CH:39]=[CH:38][C:32]([O:33][CH2:34][C@@H:35]2[CH2:37][O:36]2)=[CH:31][CH:30]=1>>[F:28][C:29]1[CH:39]=[CH:38][C:32]([O:33][CH2:34][C@@H:35]([OH:36])[CH2:37][N:19]2[CH2:20][CH2:21][C:16]3([O:15][C:14]4[C:24]5[C:10]([C:11](=[O:27])[C:12](=[O:26])[C:13]=4[S:23][CH2:22]3)=[CH:9][CH:8]=[C:7]([C:1]3[CH:2]=[CH:3][CH:4]=[CH:5][CH:6]=3)[CH:25]=5)[CH2:17][CH2:18]2)=[CH:31][CH:30]=1. Reported procedure: Compound 225 was synthesized using 9-phenylspiro[naphtho[1,2-b][1,4]oxathiine-2,4′-piperidine]-5,6-dione, (2S)-2-[(4-fluorophenoxy)methyl]oxirane and conditions outlined in procedure Z. M.p.=173-175° C.; 400 MHz 1H NMR (DMSO-d6) δ: 8.01 (d, J=1.2 Hz, 1H), 7.98 (d, J=8.8 Hz, 1H), 7.87 (dd, J=1.6, 7.6 Hz, 1H), 7.76 (d, J=7.6 Hz, 2H), 7.57 (dd, J=7.6, 7.6 Hz, 2H), 7.52-7.47 (m, 1H), 7.10 (dd, J=8.8, 8.8 Hz, 2H), 6.94 (dd, J=4.4, 8.8 Hz, 2H), 4.88 (d, J=4.8 Hz, 1H), 3.97-3.95 (m, 2H), 3.87-3.82 (m, ... Starting materials: C1(=CC=CC=C1)COC(NCCCNCCP(=O)(OCC)OCC)=O ([3-[[2-(diethoxyphosphinyl)ethyl]amino]propyl]carbamic acid phenylmethyl ester), C(C)OC=1C(C(C1OCC)=O)=O (3,4-diethoxy-3-cyclobutene-1,2-dione). The solvent is C(C)O (ethanol), C(C)O (ethanol). Product: C1(=CC=CC=C1)COC(NCCCN(C1=C(C(C1=O)=O)OCC)CCP(=O)(OCC)OCC)=O ([3-[[2-(diethoxyphosphinyl)ethyl](2-ethoxy-3,4-dioxo-1-cyclobuten-1-yl)amino]propyl]carbamic acid phenylmethyl ester). Isolated yield 88.9%. Reaction SMILES: [C:1]1([CH2:7][O:8][C:9](=[O:25])[NH:10][CH2:11][CH2:12][CH2:13][NH:14][CH2:15][CH2:16][P:17]([O:22][CH2:23][CH3:24])([O:19][CH2:20][CH3:21])=[O:18])[CH:6]=[CH:5][CH:4]=[CH:3][CH:2]=1.[CH2:26]([O:28][C:29]1[C:30](=O)[C:31](=[O:36])[C:32]=1[O:33]CC)[CH3:27]>C(O)C>[C:1]1([CH2:7][O:8][C:9](=[O:25])[NH:10][CH2:11][CH2:12][CH2:13][N:14]([CH2:15][CH2:16][P:17]([O:19][CH2:20][CH3:21])([O:22][CH2:23][CH3:24])=[O:18])[C:30]2[C:31](=[O:36])[C:32](=[O:33])[C:29]=2[O:28][CH2:26][CH3:27])[CH:6]=[CH:5][CH:4]=[CH:3][CH:2]=1. Procedure: A solution of [3-[[2-(diethoxyphosphinyl)ethyl]amino]propyl]carbamic acid phenylmethyl ester (3.17 g, 8.5 mmol) in absolute ethanol (40 mL) was added over 45 minutes to 3,4-diethoxy-3-cyclobutene-1,2-dione (2.3 mL, 16 mmol) dissolved ethanol (55mL). After leaving overnight, the reaction mixture was preadsorbed onto silica gel and purified by flash chromatography (7 cm diameter, gradient elution was 2.5-10% methanol in dichloromethane) to yield [3-[[2-(diethoxyphosphinyl)ethyl](2-ethoxy-3,4-dioxo... Reactants: IC=1C=C(C=CC1)C=1N=C2C(=NC1)N(C=C2C(C(C)(C)C)=O)COCC[Si](C)(C)C (1-[2-(3-iodo-phenyl)-5-(2-trimethylsilanyl-ethoxymethyl)-5H-pyrrolo[2,3-b]pyrazin-7-yl]-2,2-dimethyl-propan-1-one), C(C)(C)(C)OC(NCC1CNCC1)=O (pyrrolidin-3-ylmethyl-carbamic acid tert-butyl ester). The product is NCC1CN(CC1)C=1C=C(C=CC1)C=1N=C2C(=NC1)NC=C2C(C(C)(C)C)=O (1-{2-[3-(3-Aminomethyl-pyrrolidin-1-yl)-phenyl]-5H-pyrrolo[2,3-b]pyrazin-7-yl}-2,2-dimethyl-propan-1-one). As a reaction SMILES: I[C:2]1[CH:3]=[C:4]([C:8]2[N:9]=[C:10]3[C:16]([C:17](=[O:22])[C:18]([CH3:21])([CH3:20])[CH3:19])=[CH:15][N:14](COCC[Si](C)(C)C)[C:11]3=[N:12][CH:13]=2)[CH:5]=[CH:6][CH:7]=1.C(OC(=O)[NH:37][CH2:38][CH:39]1[CH2:43][CH2:42][NH:41][CH2:40]1)(C)(C)C>>[NH2:37][CH2:38][CH:39]1[CH2:43][CH2:42][N:41]([C:2]2[CH:3]=[C:4]([C:8]3[N:9]=[C:10]4[C:16]([C:17](=[O:22])[C:18]([CH3:20])([CH3:21])[CH3:19])=[CH:15][NH:14][C:11]4=[N:12][CH:13]=3)[CH:5]=[CH:6][CH:7]=2)[CH2:40]1. Procedure: 1-{2-[3-(3-Aminomethyl-pyrrolidin-1-yl)-phenyl]-5H-pyrrolo[2,3-b]pyrazin-7-yl}-2,2-dimethyl-propan-1-one was prepared starting from 1-[2-(3-iodo-phenyl)-5-(2-trimethylsilanyl-ethoxymethyl)-5H-pyrrolo[2,3-b]pyrazin-7-yl]-2,2-dimethyl-propan-1-one and pyrrolidin-3-ylmethyl-carbamic acid tert-butyl ester following general procedures as described in these Examples. M+H=378.